Task: describe an organic reaction: reactants, conditions, products, and yield. Dataset: the Open Reaction Database (ORD), a public repository of structured organic reaction records Starting materials: COC1=C(CN2C(C=3N=C(N(C(C3C=C2)=O)C2=CC=C(C=C2)OCC(F)(F)F)SCC)=O)C=CC(=C1)OC (7-(2,4-Dimethoxybenzyl)-2-(ethylsulfanyl)-3-[4-(2,2,2-trifluoroethoxy)phenyl]-3,7-dihydropyrido[3,4-d]pyrimidine-4,8-dione). Solvent: C(=O)O (formic acid). Reaction conditions: temperature 100 celsius, time 3 hour. The product is C(C)SC=1N(C(C2=C(N1)C(NC=C2)=O)=O)C2=CC=C(C=C2)OCC(F)(F)F (2-(ethylsulfanyl)-3-[4-(2,2,2-trifluoroethoxy)phenyl]-3,7-dihydropyrido[3,4-d]pyrimidine-4,8-dione). Isolated yield 83.1%. Reaction SMILES: COC1C=C(OC)C=CC=1C[N:6]1[CH:15]=[CH:14][C:13]2[C:12](=[O:16])[N:11]([C:17]3[CH:22]=[CH:21][C:20]([O:23][CH2:24][C:25]([F:28])([F:27])[F:26])=[CH:19][CH:18]=3)[C:10]([S:29][CH2:30][CH3:31])=[N:9][C:8]=2[C:7]1=[O:32]>C(O)=O>[CH2:30]([S:29][C:10]1[N:11]([C:17]2[CH:22]=[CH:21][C:20]([O:23][CH2:24][C:25]([F:27])([F:28])[F:26])=[CH:19][CH:18]=2)[C:12](=[O:16])[C:13]2[CH:14]=[CH:15][NH:6][C:7](=[O:32])[C:8]=2[N:9]=1)[CH3:31]. Reported procedure: 7-(2,4-Dimethoxybenzyl)-2-(ethylsulfanyl)-3-[4-(2,2,2-trifluoroethoxy)phenyl]-3,7-dihydropyrido[3,4-d]pyrimidine-4,8-dione (219 mg) was dissolved in formic acid (5 ml), and the solution was stirred at 100° C. for 3 hr, allowed to be cooled to room temperature, and concentrated under reduced pressure. To the residue was added toluene, and the mixture was again concentrated under reduced pressure. The residue was purified by silica gel column chromatography (NH, methanol/ethyl acetate), and recrys... Starting materials: CC1=NC2=CC=CC=C2N=C1 (2-Methylquinoxaline), C(=O)([O-])[O-].[Na+].[Na+] (Na2CO3), ClCl (Cl2), ClCl (Cl2). Solvent: C(Cl)(Cl)(Cl)Cl (CCl4). Run at temperature 68 celsius, time 1 hour. Product: ClCC1=NC2=CC=CC=C2N=C1 (2-Chloromethylquinoxaline). The yield is 23.0%. RXN SMILES: [CH3:1][C:2]1[CH:11]=[N:10][C:9]2[C:4](=[CH:5][CH:6]=[CH:7][CH:8]=2)[N:3]=1.C([O-])([O-])=O.[Na+].[Na+].[Cl:18]Cl>C(Cl)(Cl)(Cl)Cl>[Cl:18][CH2:1][C:2]1[CH:11]=[N:10][C:9]2[C:4](=[CH:5][CH:6]=[CH:7][CH:8]=2)[N:3]=1 |f:1.2.3|. Reported procedure: 2-Methylquinoxaline (8.94 g) was combined with 50 ml CCl4 and 6.5 g Na2CO3 in a 125 ml beaker. This was heated to 68° C. and then Cl2 was introduced via an inverted funnel so that the Cl2 was bubbled very slowly. This was continued for 1 hour and then the reaction mixture was cooled to 20° C. in an ice bath and partitioned between ether and saturated NaHCO3 solution. The ether was separated, dried over MgSO4, and concentrated to dryness. The residue was immediately flashed down a column packed w... Procedure: The crude 4-(3',5'-difluorobenzyl)-1-formyl-3-thiosemicarbazide (3.5 g) was refluxed overnight in a solution of sodium ethoxide (from sodium (0.3 g) in ethanol (25 ml.)). The reaction was filtered, evaporated to dryness, and diluted with water. The aqueous solution was acidified to pH 3-4 with 10% hydrochloric acid, and the precipitate was collected by filtration and recrystallized from ethanol-water to yield 2.3 g (71%) of 4-(3',5'-difluorobenzyl)-1,2,4-triazole-3-thiol after recrystallization ... Yields the product FC=1C=C(CN2C(=NN=C2)S)C=C(C1)F (4-(3',5'-difluorobenzyl)-1,2,4-triazole-3-thiol). The reactants are FC=1C=C(CNC(NNC=O)=S)C=C(C1)F (4-(3',5'-difluorobenzyl)-1-formyl-3-thiosemicarbazide), [O-]CC.[Na+] (sodium ethoxide). Reaction SMILES: [F:1][C:2]1[CH:3]=[C:4]([CH:13]=[C:14]([F:16])[CH:15]=1)[CH2:5][NH:6][C:7](=[S:12])[NH:8][NH:9][CH:10]=O.[O-]CC.[Na+]>>[F:1][C:2]1[CH:3]=[C:4]([CH:13]=[C:14]([F:16])[CH:15]=1)[CH2:5][N:6]1[CH:10]=[N:9][N:8]=[C:7]1[SH:12] |f:1.2|. Isolated yield 70.9%. The reactants are [OH-].[Na+] (NaOH), OCC1CN(CCC1)C=1C=CC(=C(C(=O)NC2=C(C=C(C(=O)OC)C=C2C)C)C1)C (methyl 4-[[5-[3-(hydroxymethyl)-1-piperidyl]-2-methyl-benzoyl]amino]-3,5-dimethyl-benzoate), CO (MeOH). Run in C1CCOC1 (THF). Conditions: time 16 hour. The product is OCC1CN(CCC1)C=1C=CC(=C(C(=O)NC2=C(C=C(C(=O)O)C=C2C)C)C1)C (4-[[5-[3-(hydroxymethyl)-1-piperidyl]-2-methyl-benzoyl]amino]-3,5-dimethyl-benzoic acid). Yield: 93.3%. As a reaction SMILES: [OH-].[Na+].[OH:3][CH2:4][CH:5]1[CH2:10][CH2:9][CH2:8][N:7]([C:11]2[CH:12]=[CH:13][C:14]([CH3:32])=[C:15]([CH:31]=2)[C:16]([NH:18][C:19]2[C:28]([CH3:29])=[CH:27][C:22]([C:23]([O:25]C)=[O:24])=[CH:21][C:20]=2[CH3:30])=[O:17])[CH2:6]1.CO>C1COCC1>[OH:3][CH2:4][CH:5]1[CH2:10][CH2:9][CH2:8][N:7]([C:11]2[CH:12]=[CH:13][C:14]([CH3:32])=[C:15]([CH:31]=2)[C:16]([NH:18][C:19]2[C:20]([CH3:30])=[CH:21][C:22]([C:23]([OH:25])=[O:24])=[CH:27][C:28]=2[CH3:29])=[O:17])[CH2:6]1 |f:0.1|. Procedure: A solution of aqueous 4N NaOH (2.00 ml) is added to a stirred solution of methyl 4-[[5-[3-(hydroxymethyl)-1-piperidyl]-2-methyl-benzoyl]amino]-3,5-dimethyl-benzoate (0.3 g, 0.73 mmol) in THF:MeOH (10 ml:5 ml). After 16 hours at ambient temperature, the organic solvent is removed under reduced pressure and the residue is diluted with water, acidified to pH 4 with 1N HCl, and extracted with 10% IPA in CH2Cl2. The organic layers are combined and dried over anhydrous sodium sulfate. The solvent is r... Reactants: CO, COC(=O)c1ccc(CNc2ccc(C(=Cc3ccc(F)cc3)C(=O)NC3CC3)cc2)cc1, [Na+], [OH-], O. The product is O=C(NC1CC1)C(=Cc1ccc(F)cc1)c1ccc(NCc2ccc(C(=O)O)cc2)cc1. RXN SMILES: [CH3:36][OH:37].[CH:1]1([NH:4][C:5]([C:6](=[CH:7][c:8]2[cH:9][cH:10][c:11]([F:14])[cH:12][cH:13]2)[c:15]2[cH:16][cH:17][c:18]([NH:21][CH2:22][c:23]3[cH:24][cH:25][c:26]([C:27](=[O:28])[O:29][CH3:30])[cH:31][cH:32]3)[cH:19][cH:20]2)=[O:33])[CH2:2][CH2:3]1.[Na+:35].[OH-:34].[OH2:38]>>[CH:1]1([NH:4][C:5]([C:6](=[CH:7][c:8]2[cH:9][cH:10][c:11]([F:14])[cH:12][cH:13]2)[c:15]2[cH:16][cH:17][c:18]([NH:21][CH2:22][c:23]3[cH:24][cH:25][c:26]([C:27](=[O:28])[OH:29])[cH:31][cH:32]3)[cH:19][cH:20]2)=[O:33])[CH2:2][CH2:3]1. Starting materials: C1(=CC=CC=C1)C1(OCCCC1)CCCO (3-(2-phenyltetrahydro-2H-pyran-2-yl)propan-1-ol), CC(=O)C (acetone), C(Cl)Cl (CH2Cl2). Run at temperature 0 celsius, time 1 hour. Yields the product C1(=CC=CC=C1)C1(OCCCC1)CCC(=O)O (3-(2-phenyltetrahydro-2H-pyran-2-yl)propanoic acid). RXN SMILES: [C:1]1([C:7]2([CH2:13][CH2:14][CH2:15][OH:16])[CH2:12][CH2:11][CH2:10][CH2:9][O:8]2)[CH:6]=[CH:5][CH:4]=[CH:3][CH:2]=1.C(Cl)Cl.CC(C)=[O:22]>>[C:1]1([C:7]2([CH2:13][CH2:14][C:15]([OH:22])=[O:16])[CH2:12][CH2:11][CH2:10][CH2:9][O:8]2)[CH:2]=[CH:3][CH:4]=[CH:5][CH:6]=1. Procedure: To a solution of 3-(2-phenyltetrahydro-2H-pyran-2-yl)propan-1-ol (640 mg, 2.91 mmol) in acetone (10 mL) at 0° C. was added 4.15 mL of 0.7 M Jone's reagent, and the mixture was stirred for 30 mins at 0° C. and for 1 hr at room temperature. It was added to CH2Cl2 and washed with water twice. The extract was dried over Na2SO4 and evaporated to give an oily residue. The residue was purified by Combiflash (40 g silica gel) eluting with 4:6 EtOAc-hexane to 3-(2-phenyltetrahydro-2H-pyran-2-yl)propanoic... Reactants: [N+](=O)([O-])C1=C(C=CC=C1)OC([C@H](NC(=O)OC(C)(C)C)CCCNC(=O)OCC1=CC=CC=C1)=O (Nα -Boc-Nδ -Cbz-(R)-ornithine o-nitrophenyl ester), C(C)(C)(C1=CC=CC=C1)N (cumylamine). Run in C(Cl)Cl (CH2Cl2). The product is C(=O)(OC(C)(C)C)N[C@H](CCCNC(=O)OCC1=CC=CC=C1)C(=O)NC(C)(C1=CC=CC=C1)C ((R)-N2 -(Boc)-N5 -(Cbz)-N-(1-methyl-1-phenylethyl)ornithine amide). The yield is 109.7%. RXN SMILES: [N+](C1C=CC=CC=1O[C:11](=[O:35])[C@@H:12]([CH2:21][CH2:22][CH2:23][NH:24][C:25]([O:27][CH2:28][C:29]1[CH:34]=[CH:33][CH:32]=[CH:31][CH:30]=1)=[O:26])[NH:13][C:14]([O:16][C:17]([CH3:20])([CH3:19])[CH3:18])=[O:15])([O-])=O.[C:36]([NH2:45])([C:39]1[CH:44]=[CH:43][CH:42]=[CH:41][CH:40]=1)([CH3:38])[CH3:37]>C(Cl)Cl>[C:14]([NH:13][C@@H:12]([C:11]([NH:45][C:36]([CH3:38])([C:39]1[CH:44]=[CH:43][CH:42]=[CH:41][CH:40]=1)[CH3:37])=[O:35])[CH2:21][CH2:22][CH2:23][NH:24][C:25]([O:27][CH2:28][C:29]1[CH:30]=[CH:31][CH:32]=[CH:33][CH:34]=1)=[O:26])([O:16][C:17]([CH3:18])([CH3:19])[CH3:20])=[O:15]. Reported procedure: Prepared according to the method described in Example 4(b) above from Nα -Boc-Nδ -Cbz-(R)-ornithine o-nitrophenyl ester (5.0 g; 11.5 mmol; see Example 4(a) above) and cumylamine (1.55 g; 11.5 mmol) and 160 mL of CH2Cl2. The reaction mixture was heated to reflux for 2 hours. The mixture was concentrated to dryness and dissolved in EtOAc and washed with saturated aqueous KHSO4 and brine, dried with Na2SO4, filtered and concentrated to give 6.1 g of the sub-title compound as a yellow oil. Solvent: O1CCOCC1 (1,4-dioxane). As a reaction SMILES: [CH3:1][N:2]1[C:11]2[C:10]3[CH:12]=[C:13]([O:16][CH:17]4[CH2:22][CH2:21][N:20](C(OC(C)(C)C)=O)[CH2:19][CH2:18]4)[CH:14]=[CH:15][C:9]=3[NH:8][C:7](=[O:30])[C:6]=2[CH2:5][CH2:4][CH2:3]1.O1CCOCC1.Cl>O1CCOCC1>[CH3:1][N:2]1[C:11]2[C:10]3[CH:12]=[C:13]([O:16][CH:17]4[CH2:18][CH2:19][NH:20][CH2:21][CH2:22]4)[CH:14]=[CH:15][C:9]=3[NH:8][C:7](=[O:30])[C:6]=2[CH2:5][CH2:4][CH2:3]1 |f:1.2|. The reactants are CN1CCCC=2C(NC3=C(C12)C=C(C=C3)OC3CCN(CC3)C(=O)OC(C)(C)C)=O (t-Butyl 4-(1-methyl-5-oxo-1,2,3,4,5,6-hexahydrobenzo[h][1,6]naphthyridine-9-yloxy)piperidine-1-carboxylate), O1CCOCC1.Cl (hydrochloric acid 1,4-dioxane). Yields the product CN1CCCC=2C(NC3=C(C12)C=C(C=C3)OC3CCNCC3)=O (1-Methyl-9-(piperidine-4-yloxy)-1,2,3,4-tetrahydrobenzo[h][1,6]naphthyridine-5(6H)-one). Procedure: The compound (70 mg, 0.17 mmol) prepared in step 1 was dissolved in 1,4-dioxane (3 ml), added with 3.7 N hydrochloric acid 1,4-dioxane solution. The resulting mixture was stirred overnight at room temperature and the precipitate was collected by filtration to obtain the title compound (56 mg, yield: 86%, brown solid). Yield: 105.1%. Conditions: time 8 hour.